This data is from the Open Reaction Database (ORD), a public repository of structured organic reaction records. The task is: describe an organic reaction: reactants, conditions, products, and yield Starting materials: C(=O)(C(F)(F)F)O (TFA), NC1=C(C(=NO1)C)Br (5-amino-4-bromo-3-methylisoxazole), C(C)(C)C1=CC=C(C=C1)N1C(=CC=C1)S(=O)(=O)Cl (1-(4'-isopropylphenyl)pyrrole-2-sulfonyl chloride), C(C)(C)C1=CC=C(C=C1)N1C=C(C=C1)S(=O)(=O)Cl (1-(4'-isopropylphenyl)pyrrole-3-sulfonyl chloride), BrC=1C(=NOC1NS(=O)(=O)C1=CN(C=C1)C1=CC=C(C=C1)C(C)C)C (N-(4-bromo-3-methyl-5-isoxazolyl) 1-(4'-isopropylphenyl)pyrrole-3-sulfonamide). Solvent: O (water), C(C)#N (acetonitrile). Product: BrC=1C(=NOC1NS(=O)(=O)C=1N(C=CC1)C1=CC=C(C=C1)C(C)C)C (N-(4-bromo-3-methyl-5-isoxazolyl) 1-(4'-isopropylphenyl)pyrrole-2-sulfonamide), BrC=1C(=NOC1NS(=O)(=O)C1=CN(C=C1)C1=CC=C(C=C1)C(C)C)C (N-(4-bromo-3-methyl-5-isoxazolyl) 1-(4'-isopropylphenyl)pyrrole-3-sulfonamide). As a reaction SMILES: [NH2:1][C:2]1[O:6][N:5]=[C:4]([CH3:7])[C:3]=1[Br:8].[CH:9]([C:12]1[CH:17]=[CH:16][C:15]([N:18]2[CH:22]=[CH:21][CH:20]=[C:19]2[S:23](Cl)(=[O:25])=[O:24])=[CH:14][CH:13]=1)([CH3:11])[CH3:10].C(C1C=CC(N2C=CC(S(Cl)(=O)=O)=C2)=CC=1)(C)C.C(O)(C(F)(F)F)=O.[Br:52][C:53]1[C:54]([CH3:76])=[N:55][O:56][C:57]=1[NH:58][S:59]([C:62]1[CH:66]=[CH:65][N:64]([C:67]2[CH:72]=[CH:71][C:70]([CH:73]([CH3:75])[CH3:74])=[CH:69][CH:68]=2)[CH:63]=1)(=[O:61])=[O:60]>O.C(#N)C>[Br:8][C:3]1[C:4]([CH3:7])=[N:5][O:6][C:2]=1[NH:1][S:23]([C:19]1[N:18]([C:15]2[CH:16]=[CH:17][C:12]([CH:9]([CH3:11])[CH3:10])=[CH:13][CH:14]=2)[CH:22]=[CH:21][CH:20]=1)(=[O:24])=[O:25].[Br:52][C:53]1[C:54]([CH3:76])=[N:55][O:56][C:57]=1[NH:58][S:59]([C:62]1[CH:66]=[CH:65][N:64]([C:67]2[CH:72]=[CH:71][C:70]([CH:73]([CH3:74])[CH3:75])=[CH:69][CH:68]=2)[CH:63]=1)(=[O:61])=[O:60]. Reported procedure: N-(4-bromo-3-methyl-5-isoxazolyl) 1-(4'-isopropylphenyl)pyrrole-2-sulfonamide and N-(4-bromo-3-methyl-5-isoxazolyl) 1-(4'-isopropylphenyl)pyrrole-3-sulfonamide were prepared in the same manner as described in Example 2 from 5-amino-4-bromo-3-methylisoxazole and a mixture of 1-(4'-isopropylphenyl)pyrrole-2-sulfonyl chloride and 1-(4'-isopropylphenyl)pyrrole-3-sulfonyl chloride in 65% combined yield. The 22.85 min, 5% to 95% acetonitrile in water with 0.1 % TFA over 30 min period, C18 analytical c... Starting materials: BrCCN1C(C=2C(C1=O)=CC=CC2)=O (N-(2-bromoethyl)phthalimide), CN1CCNCC1 (1-methylpiperazine). The product is CN1CCN(CC1)CCN1C(C=2C(C1=O)=CC=CC2)=O (N-[2-(4-Methyl-1-piperazinyl)ethyl]phthalimide). As a reaction SMILES: Br[CH2:2][CH2:3][N:4]1[C:8](=[O:9])[C:7]2=[CH:10][CH:11]=[CH:12][CH:13]=[C:6]2[C:5]1=[O:14].[CH3:15][N:16]1[CH2:21][CH2:20][NH:19][CH2:18][CH2:17]1>>[CH3:15][N:16]1[CH2:21][CH2:20][N:19]([CH2:2][CH2:3][N:4]2[C:8](=[O:9])[C:7]3=[CH:10][CH:11]=[CH:12][CH:13]=[C:6]3[C:5]2=[O:14])[CH2:18][CH2:17]1. Procedure: The title compound was synthesized by using N-(2-bromoethyl)phthalimide and 1-methylpiperazine according to the same process as in Preparation Example 2. Reactants: C(C)(C)(C)OC(=O)N1C[C@@H]([C@H](CC1)C1=CC=C(C=C1)OCCCOCC1=C(C=CC=C1)OC)OCC1=CC=C2CCCN(C2=C1)CCOS(=O)(=O)C ((3R,4R)-3-[1-(2-methanesulfonyloxy-ethyl)-1,2,3,4-tetrahydro-quinolin-7-ylmethoxy]-4-[4-[3-(2-methoxy -benzyloxy)-propoxy]-phenyl]-piperidine-1-carboxylic acid tert-butyl ester), CNC (dimethylamine). The solvent is C(C)O (ethanol). Yields the product C(C)(C)(C)OC(=O)N1C[C@@H]([C@H](CC1)C1=CC=C(C=C1)OCCCOCC1=C(C=CC=C1)OC)OCC1=CC=C2CCCN(C2=C1)CCN(C)C ((3R,4R)-3-[1-(2-dimethylamino-ethyl)-1,2,3,4-tetrahydro-quinolin-7-ylmethoxy]-4-[4-[3-(2-methoxy-benzyloxy)-propoxy]-phenyl]-piperidine-1-carboxylic acid tert-butyl ester). As a reaction SMILES: [C:1]([O:5][C:6]([N:8]1[CH2:13][CH2:12][C@H:11]([C:14]2[CH:19]=[CH:18][C:17]([O:20][CH2:21][CH2:22][CH2:23][O:24][CH2:25][C:26]3[CH:31]=[CH:30][CH:29]=[CH:28][C:27]=3[O:32][CH3:33])=[CH:16][CH:15]=2)[C@@H:10]([O:34][CH2:35][C:36]2[CH:45]=[C:44]3[C:39]([CH2:40][CH2:41][CH2:42][N:43]3[CH2:46][CH2:47]OS(C)(=O)=O)=[CH:38][CH:37]=2)[CH2:9]1)=[O:7])([CH3:4])([CH3:3])[CH3:2].[CH3:53][NH:54][CH3:55]>C(O)C>[C:1]([O:5][C:6]([N:8]1[CH2:13][CH2:12][C@H:11]([C:14]2[CH:15]=[CH:16][C:17]([O:20][CH2:21][CH2:22][CH2:23][O:24][CH2:25][C:26]3[CH:31]=[CH:30][CH:29]=[CH:28][C:27]=3[O:32][CH3:33])=[CH:18][CH:19]=2)[C@@H:10]([O:34][CH2:35][C:36]2[CH:45]=[C:44]3[C:39]([CH2:40][CH2:41][CH2:42][N:43]3[CH2:46][CH2:47][N:54]([CH3:55])[CH3:53])=[CH:38][CH:37]=2)[CH2:9]1)=[O:7])([CH3:4])([CH3:3])[CH3:2]. Procedure: In analogy to the procedure described in example 8(c), the (3R,4R)-3-[1-(2-methanesulfonyloxy-ethyl)-1,2,3,4-tetrahydro-quinolin-7-ylmethoxy]-4-[4-[3-(2-methoxy -benzyloxy)-propoxy]-phenyl]-piperidine-1-carboxylic acid tert-butyl ester [example 9(a)] was treated with dimethylamine in ethanol to yield the (3R,4R)-3-[1-(2-dimethylamino-ethyl)-1,2,3,4-tetrahydro-quinolin-7-ylmethoxy]-4-[4-[3-(2-methoxy-benzyloxy)-propoxy]-phenyl]-piperidine-1-carboxylic acid tert-butyl ester as a light yellow oil; ... The reactants are O1C(=CC2=C1C=CC=C2)C(=O)O (Benzofuran-2-carboxylic acid), [H-].[Al+3].[Li+].[H-].[H-].[H-] (lithium aluminum hydride), S(=O)(=O)([O-])[O-].[Mg+2] (Magnesium sulfate), product, [OH-].[Na+] (Sodium hydroxide). Run in O (water), C(C)OCC (ethyl ether), C(C)OCC (ethyl ether), O (water). Conditions: time 2 hour. Product: O1C(=CC2=C1C=CC=C2)CO (Benzofuran-2-methanol). Reaction SMILES: [O:1]1[C:5]2[CH:6]=[CH:7][CH:8]=[CH:9][C:4]=2[CH:3]=[C:2]1[C:10](O)=[O:11].[H-].[Al+3].[Li+].[H-].[H-].[H-].[OH-].[Na+].S([O-])([O-])(=O)=O.[Mg+2]>C(OCC)C.O>[O:1]1[C:5]2[CH:6]=[CH:7][CH:8]=[CH:9][C:4]=2[CH:3]=[C:2]1[CH2:10][OH:11] |f:1.2.3.4.5.6,7.8,9.10|. Procedure: Benzofuran-2-carboxylic acid (4.59 g., 28.3 mmol) as a solution in dry ethyl ether (100 mL) was added dropwise over 15 minutes to a suspension of lithium aluminum hydride (4.3 g., 113 mmol) in ethyl ether (180 mL) at 0° C. The reaction mixture was stirred for 2 hours while warming to room temperature. After recooling to 0° C., 4.3 mL of water was added with extreme caution. Sodium hydroxide (4.3 mL, 15% in water) was then added followed by an additional 12.9 mL of water. Magnesium sulfate (about... The reactants are CCN=C=NCCCN(C)C, CCN(C(C)C)C(C)C, Cl, O=C(NCC(=O)N1CCNCC1)c1ccc(Oc2ccccc2)cc1, CN(C)C=O, O, O=C(O)c1ccc(Cl)cc1Cl, On1nnc2ccccc21. Product: O=C(NCC(=O)N1CCN(C(=O)c2ccc(Cl)cc2Cl)CC1)c1ccc(Oc2ccccc2)cc1. RXN SMILES: [CH3:21][CH2:22][N:23]=[C:24]=[N:25][CH2:26][CH2:27][CH2:28][N:29]([CH3:30])[CH3:31].[CH:1]([N:2]([CH2:3][CH3:4])[CH:5]([CH3:6])[CH3:7])([CH3:8])[CH3:9].[ClH:42].[O:43]=[C:44]([CH2:45][NH:46][C:47]([c:48]1[cH:49][cH:50][c:51]([O:54][c:55]2[cH:56][cH:57][cH:58][cH:59][cH:60]2)[cH:52][cH:53]1)=[O:61])[N:62]1[CH2:63][CH2:64][NH:65][CH2:66][CH2:67]1.[O:68]=[CH:69][N:70]([CH3:71])[CH3:72].[OH2:73].[OH:10][C:11](=[O:12])[c:13]1[cH:14][cH:15][c:16]([Cl:17])[cH:18][c:19]1[Cl:20].[OH:32][n:33]1[c:34]2[c:35]([cH:36][cH:37][cH:38][cH:39]2)[n:40][n:41]1>>[C:11](=[O:12])([c:13]1[cH:14][cH:15][c:16]([Cl:17])[cH:18][c:19]1[Cl:20])[N:65]1[CH2:64][CH2:63][N:62]([C:44](=[O:43])[CH2:45][NH:46][C:47]([c:48]2[cH:49][cH:50][c:51]([O:54][c:55]3[cH:56][cH:57][cH:58][cH:59][cH:60]3)[cH:52][cH:53]2)=[O:61])[CH2:67][CH2:66]1. Starting materials: CCO, CCCCCC, CC(=O)O, Cl, [K+], CCOC(=O)C(N)C1c2ccccc2Oc2ccccc21, [OH-]. Yields the product NC(C(=O)O)C1c2ccccc2Oc2ccccc21. As a reaction SMILES: [CH3:23][CH2:24][OH:25].[CH3:28][CH2:29][CH2:30][CH2:31][CH2:32][CH3:33].[CH3:34][C:35](=[O:36])[OH:37].[ClH:1].[K+:27].[NH2:2][CH:3]([C:4](=[O:5])[O:6][CH2:7][CH3:8])[CH:9]1[c:10]2[cH:11][cH:12][cH:13][cH:14][c:15]2[O:16][c:17]2[cH:18][cH:19][cH:20][cH:21][c:22]21.[OH-:26]>>[NH2:2][CH:3]([C:4](=[O:5])[OH:6])[CH:9]1[c:10]2[cH:11][cH:12][cH:13][cH:14][c:15]2[O:16][c:17]2[cH:18][cH:19][cH:20][cH:21][c:22]21. The reactants are COC=C1C(=O)NC(=O)c2ccccc21, CN(C)C=O, Nc1ccc(N)cc1. Yields the product Nc1ccc(NC=C2C(=O)NC(=O)c3ccccc32)cc1. As a reaction SMILES: [CH3:1][O:2][CH:3]=[C:4]1[C:5](=[O:15])[NH:6][C:7](=[O:14])[c:8]2[cH:9][cH:10][cH:11][cH:12][c:13]21.[CH3:24][N:25]([CH3:26])[CH:27]=[O:28].[NH2:16][c:17]1[cH:18][cH:19][c:20]([NH2:21])[cH:22][cH:23]1>>[CH:3](=[C:4]1[C:5](=[O:15])[NH:6][C:7](=[O:14])[c:8]2[cH:9][cH:10][cH:11][cH:12][c:13]21)[NH:21][c:20]1[cH:19][cH:18][c:17]([NH2:16])[cH:23][cH:22]1.